From a dataset of the Open Reaction Database (ORD), a public repository of structured organic reaction records. describe an organic reaction: reactants, conditions, products, and yield The reactants are C1CO1, C[O-], C=C(C)n1c(=O)[nH]c2ccc(C)cc21, CCO, [Na+]. Yields the product C=C(C)n1c(=O)n(CCO)c2ccc(C)cc21. RXN SMILES: [CH2:18]1[CH2:19][O:20]1.[CH3:15][O-:16].[CH3:1][c:2]1[cH:3][cH:4][c:5]2[c:6]([n:7]([C:11](=[CH2:12])[CH3:13])[c:8](=[O:10])[nH:9]2)[cH:14]1.[CH3:21][CH2:22][OH:23].[Na+:17]>>[CH3:1][c:2]1[cH:3][cH:4][c:5]2[c:6]([n:7]([C:11](=[CH2:12])[CH3:13])[c:8](=[O:10])[n:9]2[CH2:18][CH2:19][OH:20])[cH:14]1. Starting materials: C(C)(C)(C)OC(=O)N1C(C=2N(CC1)C(=NC2)C)CCC2=CC(=C(C=C2)C(F)(F)F)F (8-[2-(3-fluoro-4-trifluoromethyl-phenyl)-ethyl]-3-methyl-5,6-dihydro-8H-imidazo[1,5-a]pyrazine-7-carboxylic acid tert-butyl ester), C(Cl)Cl.CO (DCM MeOH). The product is C(C)(C)(C)OC(=O)N1C(C=2N(CC1)C(=NC2Cl)C)CCC2=CC(=C(C=C2)C(F)(F)F)F (1-chloro-8-[2-(3-fluoro-4-trifluoromethyl-phenyl)-ethyl]-3-methyl-5,6-dihydro-8H-imidazo[1,5-a]pyrazine-7-carboxylic acid tert-butyl ester). As a reaction SMILES: [C:1]([O:5][C:6]([N:8]1[CH2:13][CH2:12][N:11]2[C:14]([CH3:17])=[N:15][CH:16]=[C:10]2[CH:9]1[CH2:18][CH2:19][C:20]1[CH:25]=[CH:24][C:23]([C:26]([F:29])([F:28])[F:27])=[C:22]([F:30])[CH:21]=1)=[O:7])([CH3:4])([CH3:3])[CH3:2].C(Cl)[Cl:32].CO>>[C:1]([O:5][C:6]([N:8]1[CH2:13][CH2:12][N:11]2[C:14]([CH3:17])=[N:15][C:16]([Cl:32])=[C:10]2[CH:9]1[CH2:18][CH2:19][C:20]1[CH:25]=[CH:24][C:23]([C:26]([F:28])([F:29])[F:27])=[C:22]([F:30])[CH:21]=1)=[O:7])([CH3:4])([CH3:2])[CH3:3] |f:1.2|. Reported procedure: Subsequent chlorination (70° C.; 4h30) of 8-[2-(3-fluoro-4-trifluoromethyl-phenyl)-ethyl]-3-methyl-5,6-dihydro-8H-imidazo[1,5-a]pyrazine-7-carboxylic acid tert-butyl ester (8.080 g; 18.903 mmol), and purification by FC (DCM/MeOH=50/1) afforded 1-chloro-8-[2-(3-fluoro-4-trifluoromethyl-phenyl)-ethyl]-3-methyl-5,6-dihydro-8H-imidazo[1,5-a]pyrazine-7-carboxylic acid tert-butyl ester as a yellow solid (4.730 g; 54%). LC-MS: tR=1.08 min.; [M+H]+=461.98 g/mol. The reactants are Cc1ccc(S(=O)(=O)OCC2CCCN2C(=O)OC(C)(C)C)cc1, CC[BH-](CC)CC, C1CCOC1, [Li+]. Yields the product CC1CCCN1C(=O)OC(C)(C)C. As a reaction SMILES: [C:1]([CH3:2])([CH3:3])([CH3:4])[O:5][C:6](=[O:7])[N:8]1[CH:9]([CH2:13][O:14][S:15]([c:16]2[cH:17][cH:18][c:19]([CH3:20])[cH:21][cH:22]2)(=[O:23])=[O:24])[CH2:10][CH2:11][CH2:12]1.[CH2:25]([BH-:26]([CH2:27][CH3:28])[CH2:29][CH3:30])[CH3:31].[CH2:33]1[O:34][CH2:35][CH2:36][CH2:37]1.[Li+:32]>>[C:1]([CH3:2])([CH3:3])([CH3:4])[O:5][C:6](=[O:7])[N:8]1[CH:9]([CH3:13])[CH2:10][CH2:11][CH2:12]1. Starting materials: FC1=CC=C(C=C1)C1C(=C(NC(N1C(=O)NCCCC(=O)O)=O)C)C(=O)OC (4-{[(6-(4-fluorophenyl)-5-(methoxycarbonyl)-4-methyl-2-oxo-3,6-dihydro-1(2H)-pyrimidinyl)carbonyl]amino}butanoic acid), C(C)(C)(C)OC(=O)N1CCC(CC1)C1=CC(=CC=C1)N (tert-butyl-4-[3-(amino)phenyl]-1-piperidinecarboxylate), Cl.CN(CCCN=C=NCC)C (1-[3-(dimethylamino)propyl]-3-ethylcarbodimide hydrochloride), C(Cl)Cl (DCM). Reagents/catalysts: CN(C1=CC=NC=C1)C (4-dimethylaminopyridine). Solvent: CN(C)C=O (DMF), O (water). Run at time 12 hour. The product is C(C)(C)(C)OC(=O)N1CCC(CC1)C=1C=C(NC(CCCNC(=O)N2C(NC(=C(C2C2=CC=C(C=C2)F)C(=O)OC)C)=O)=O)C=CC1 (METHYL 3-{[(4-{3-[1-(TERT-BUTOXYCARBONYL)-4-PIPERIDINYL]ANILINO}-4-OXOBUTYL)AMINO]CARBONYL}-4-(4-FLUOROPHENYL)-6-METHYL-2-OXO-1,2,3,4-TETRAHYDRO-5-PYRIMIDINE CARBOXYLATE). Yield: 33.2%. RXN SMILES: [F:1][C:2]1[CH:7]=[CH:6][C:5]([CH:8]2[N:13]([C:14]([NH:16][CH2:17][CH2:18][CH2:19][C:20](O)=[O:21])=[O:15])[C:12](=[O:23])[NH:11][C:10]([CH3:24])=[C:9]2[C:25]([O:27][CH3:28])=[O:26])=[CH:4][CH:3]=1.[C:29]([O:33][C:34]([N:36]1[CH2:41][CH2:40][CH:39]([C:42]2[CH:47]=[CH:46][CH:45]=[C:44]([NH2:48])[CH:43]=2)[CH2:38][CH2:37]1)=[O:35])([CH3:32])([CH3:31])[CH3:30].Cl.CN(C)CCCN=C=NCC.C(Cl)Cl>CN(C)C1C=CN=CC=1.CN(C=O)C.O>[C:29]([O:33][C:34]([N:36]1[CH2:41][CH2:40][CH:39]([C:42]2[CH:43]=[C:44]([CH:45]=[CH:46][CH:47]=2)[NH:48][C:20](=[O:21])[CH2:19][CH2:18][CH2:17][NH:16][C:14]([N:13]2[CH:8]([C:5]3[CH:6]=[CH:7][C:2]([F:1])=[CH:3][CH:4]=3)[C:9]([C:25]([O:27][CH3:28])=[O:26])=[C:10]([CH3:24])[NH:11][C:12]2=[O:23])=[O:15])[CH2:38][CH2:37]1)=[O:35])([CH3:32])([CH3:30])[CH3:31] |f:2.3|. Procedure details: A 10-mL RB-flask was charged with 4-{[(6-(4-fluorophenyl)-5-(methoxycarbonyl)-4-methyl-2-oxo-3,6-dihydro-1(2H)-pyrimidinyl)carbonyl]amino}butanoic acid (77.0 mg, 0.189 mmol), tert-butyl-4-[3-(amino)phenyl]-1-piperidinecarboxylate (52.2 mg, 0.189 mmol), 1-[3-(dimethylamino)propyl]-3-ethylcarbodimide hydrochloride (0.567 mmol, 87.8 mg), 4-dimethylaminopyridine (11.5 mg, 0.0945 mmol) in DMF:DCM (0.2:2.0 mL) at room temperature. The reaction mixture was stirred for 12 h and water (10.0 mL) was added... Starting materials: C1CCOC1, CCOC(=O)c1cc2c(nc1C)CCCCC2, [Na+], [Na+], O, O, O, O, O, O, O, O, O, O, O=S(=O)([O-])[O-]. The product is Cc1nc2c(cc1CO)CCCCC2. Reaction SMILES: [CH2:35]1[O:36][CH2:37][CH2:38][CH2:39]1.[CH3:1][c:2]1[c:3]([C:13](=[O:14])[O:15][CH2:16][CH3:17])[cH:4][c:5]2[c:6]([n:7]1)[CH2:8][CH2:9][CH2:10][CH2:11][CH2:12]2.[Na+:33].[Na+:34].[OH2:18].[OH2:19].[OH2:20].[OH2:21].[OH2:22].[OH2:23].[OH2:24].[OH2:25].[OH2:26].[OH2:27].[S:28]([O-:29])([O-:30])(=[O:31])=[O:32]>>[CH3:1][c:2]1[c:3]([CH2:13][OH:14])[cH:4][c:5]2[c:6]([n:7]1)[CH2:8][CH2:9][CH2:10][CH2:11][CH2:12]2. Starting materials: [Na+].C(C1=CC=CC=C1)OC1=CC=C(C=C1)CS(=O)(=O)[O-] ((4-benzyloxyphenyl)methanesulfonic acid sodium salt), CN(C=O)C (N,N-dimethylformamide), C(C(=O)Cl)(=O)Cl (oxalyl chloride). The solvent is C(C)OCC (diethyl ether), C1CCOC1 (THF). Run at time 15 minute. The product is C(C1=CC=CC=C1)OC1=CC=C(C=C1)CS(=O)(=O)Cl ((4-Benzyloxyphenyl)methanesulfonyl chloride). As a reaction SMILES: [Na+].[CH2:2]([O:9][C:10]1[CH:15]=[CH:14][C:13]([CH2:16][S:17]([O-:20])(=O)=[O:18])=[CH:12][CH:11]=1)[C:3]1[CH:8]=[CH:7][CH:6]=[CH:5][CH:4]=1.CN(C)C=O.C(Cl)(=O)C([Cl:29])=O>C1COCC1.C(OCC)C>[CH2:2]([O:9][C:10]1[CH:15]=[CH:14][C:13]([CH2:16][S:17]([Cl:29])(=[O:20])=[O:18])=[CH:12][CH:11]=1)[C:3]1[CH:8]=[CH:7][CH:6]=[CH:5][CH:4]=1 |f:0.1|. Reported procedure: Under inert gas, 5.70 g of (4-benzyloxyphenyl)methanesulfonic acid sodium salt and 1.48 ml of N,N-dimethylformamide were initially charged in 110 ml of THF, then, at a temperature of −20° C., 4.17 ml of oxalyl chloride were added dropwise and the reaction solution was allowed to come to 0° C. within 15 minutes. The reaction solution was diluted with 100 ml of diethyl ether and washed with water, dilute aqueous sodium hydrogencarbonate solution and saturated sodium chloride solution. The organic ...